This data is from the Open Reaction Database (ORD), a public repository of structured organic reaction records. The task is: describe an organic reaction: reactants, conditions, products, and yield The reactants are alpha-acetate, C(CC)(=O)[O-] (propionate), C(CC)(=O)OC(CC)=O (propionic anhydride), C(CCCCC)(=O)OC(CCCCC)=O (caproic anhydride), C(CCC)(=O)OC(CCC)=O (n-butyric anhydride), C(C)(=O)OC(C)=O (acetic anhydride), C(CCCC)(=O)OC(CCCC)=O (valeric anhydride). Product: C(CCC)(=O)[O-] (n-butyrate), C(CCCC)(=O)[O-] (valerate), C(CCCCC)(=O)[O-] (caproate). RXN SMILES: C(OC(=O)C)(=O)C.C(OC(=O)CC)(=O)CC.[C:17]([O:22]C(=O)CCC)(=[O:21])[CH2:18][CH2:19][CH3:20].[C:28]([O:34]C(=O)CCCC)(=[O:33])[CH2:29][CH2:30][CH2:31][CH3:32].[C:41]([O:48]C(=O)CCCCC)(=[O:47])[CH2:42][CH2:43][CH2:44][CH2:45][CH3:46].C([O-])(=O)CC>>[C:17]([O-:22])(=[O:21])[CH2:18][CH2:19][CH3:20].[C:28]([O-:34])(=[O:33])[CH2:29][CH2:30][CH2:31][CH3:32].[C:41]([O-:48])(=[O:47])[CH2:42][CH2:43][CH2:44][CH2:45][CH3:46]. Procedure: By reacting each of the resulting products with acetic anhydride, propionic anhydride, n-butyric anhydride, valeric anhydride or caproic anhydride as discussed in Parts A and C of Preparation I, the corresponding 17 alpha-acetate, -propionate, -n-butyrate, valerate and caproate are preprepared. Starting materials: O=C(CCBr)c1ccccc1, CN(C)C=O, [Na+], [OH-], Sc1ccc2ccccc2c1. Product: O=C(CCSc1ccc2ccccc2c1)c1ccccc1. Reaction SMILES: [Br:12][CH2:13][CH2:14][C:15](=[O:16])[c:17]1[cH:18][cH:19][cH:20][cH:21][cH:22]1.[CH3:25][N:26]([CH3:27])[CH:28]=[O:29].[Na+:24].[OH-:23].[cH:1]1[c:2]([SH:11])[cH:3][cH:4][c:5]2[cH:6][cH:7][cH:8][cH:9][c:10]12>>[cH:1]1[c:2]([S:11][CH2:13][CH2:14][C:15](=[O:16])[c:17]2[cH:18][cH:19][cH:20][cH:21][cH:22]2)[cH:3][cH:4][c:5]2[cH:6][cH:7][cH:8][cH:9][c:10]12. Reactants: C(C)(=O)[O-].[Na+] (sodium acetate), CO\C=C(\C(=O)OC)/N1C=CC=C1 ((Z)-methyl 3-methoxy-2-(pyrrol-1-yl)acrylate), P(=O)(Cl)(Cl)Cl (phosphoryl chloride), CN(C)C=O (DMF), 3-formylated pyrrole. Run in ClCCCl (1,2-dichloroethane). Product: CO\C=C(\C(=O)OC)/N1C(=CC=C1)C=O ((Z)-methyl 3-methoxy-2-(2-formylpyrrol-1-yl)acrylate). The yield is 49.5%. RXN SMILES: [CH3:1][O:2]/[CH:3]=[C:4](\[N:9]1[CH:13]=[CH:12][CH:11]=[CH:10]1)/[C:5]([O:7][CH3:8])=[O:6].P(Cl)(Cl)(Cl)=O.CN([CH:22]=[O:23])C.C([O-])(=O)C.[Na+]>ClCCCl>[CH3:1][O:2]/[CH:3]=[C:4](\[N:9]1[CH:10]=[CH:11][CH:12]=[C:13]1[CH:22]=[O:23])/[C:5]([O:7][CH3:8])=[O:6] |f:3.4|. Procedure: A solution of (Z)-methyl 3-methoxy-2-(pyrrol-1-yl)acrylate (10 g, 0.055 mol) in 1,2-dichloroethane (25 ml) was added dropwise with stirring at room temperature to the mixture resulting from adding phosphoryl chloride (5.6 ml, 0.06 mol) to DMF (4.7 ml, 0.06 mol) while cooling in ice. After stirring for 3 hours at room temperature, a saturated aqueous solution of sodium acetate (100 ml) was added and the resulting mixture was heated at reflux for 30 minutes. The mixture was cooled then extracted w... Starting materials: C(C)N1CCC2=CC(=CC=C12)S(=O)(=O)N (1-ethylindoline-5-sulfonamide), C1(=CC=CC=C1)SCC(=O)N1CCC2=CC(=CC=C12)S(=O)(=O)N (1-(2-(phenylthio)acetyl)indoline-5-sulfonamide), C1(=CC=CC=C1)SCC(=O)N1CCC2=CC(=CC=C12)S(=O)(=O)N (1-(2-(phenylthio)acetyl)indoline-5-sulfonamide). Product: C1(=CC=CC=C1)SCCN1CCC2=CC(=CC=C12)S(=O)(=O)N (1-(2-(Phenylthio)ethyl)indoline-5-sulfonamide). The yield is 57.0%. RXN SMILES: C(N1C2C(=CC(S(N)(=O)=O)=CC=2)CC1)C.[C:16]1([S:22][CH2:23][C:24]([N:26]2[C:34]3[C:29](=[CH:30][C:31]([S:35]([NH2:38])(=[O:37])=[O:36])=[CH:32][CH:33]=3)[CH2:28][CH2:27]2)=O)[CH:21]=[CH:20][CH:19]=[CH:18][CH:17]=1>>[C:16]1([S:22][CH2:23][CH2:24][N:26]2[C:34]3[C:29](=[CH:30][C:31]([S:35]([NH2:38])(=[O:37])=[O:36])=[CH:32][CH:33]=3)[CH2:28][CH2:27]2)[CH:21]=[CH:20][CH:19]=[CH:18][CH:17]=1. Procedure details: Following a procedure analogous to that for the synthesis of Intermediate 53, 1-(2-(phenylthio)acetyl)indoline-5-sulfonamide (Intermediate 66, 74 mg, 0.21 mmol) was converted to the title compound (40 mg, 52%) after purification using preparative HPLC. 1H NMR (DMSO-d6) δ 7.43-7.33 (m, 6H), 7.21 (t, J=7.2. Hz, 1H), 6.90 (s, 2H), 6.36 (d, J=8.4 Hz, 1H), 3.53 (t, J=8.6 Hz, 2H), 3.39 (t, J=6.8 Hz, 2H), 3.19 (t, J=6.9 Hz, 2H), 2.94 (t, J=8.6 Hz, 2H); MS(ESI+) m/z 335.1 (M+H)+. The reactants are CC1(C)OB(c2ccc(N)cc2)OC1(C)C, COCCOC, CCO, CC1COCCN1c1cc(CS(=O)(=O)CCO)nc(Cl)n1, [Na+], [Na+], O=C([O-])[O-], CN(C)C=O, O. Yields the product CC1COCCN1c1cc(CS(=O)(=O)CCO)nc(-c2ccc(N)cc2)n1. Reaction SMILES: [CH3:22][C:23]1([CH3:24])[C:25]([CH3:26])([CH3:27])[O:28][B:29]([c:30]2[cH:31][cH:32][c:33]([NH2:34])[cH:35][cH:36]2)[O:37]1.[CH3:49][O:50][CH2:51][CH2:52][O:53][CH3:54].[CH3:56][CH2:57][OH:58].[Cl:1][c:2]1[n:3][c:4]([N:15]2[CH:16]([CH3:21])[CH2:17][O:18][CH2:19][CH2:20]2)[cH:5][c:6]([CH2:8][S:9](=[O:10])(=[O:11])[CH2:12][CH2:13][OH:14])[n:7]1.[Na+:38].[Na+:39].[O-:40][C:41](=[O:42])[O-:43].[O:44]=[CH:45][N:46]([CH3:47])[CH3:48].[OH2:55]>>[c:2]1(-[c:30]2[cH:31][cH:32][c:33]([NH2:34])[cH:35][cH:36]2)[n:3][c:4]([N:15]2[CH:16]([CH3:21])[CH2:17][O:18][CH2:19][CH2:20]2)[cH:5][c:6]([CH2:8][S:9](=[O:10])(=[O:11])[CH2:12][CH2:13][OH:14])[n:7]1. Starting materials: CC(=O)C1=CC(=C(C=C1)OC)Cl (3-chloro-4-methoxyacetophenone), tertiary alcohol, C(CCC)[Li] (n-butyllithium), BrC1=CC(=CC=C1)Br (1,3-dibromobenzene). The solvent is O1CCCC1 (tetrahydrofuran), O1CCCC1 (tetrahydrofuran). Run at temperature -78 celsius, time 30 minute. The product is BrC=1C=C(C=CC1)C(=C)C1=CC(=C(C=C1)OC)Cl (4-[1-(3-Bromo-phenyl)-vinyl]-2-chloro-1-methoxy-benzene), oil. Yield: 50.0%. As a reaction SMILES: C([Li])CCC.Br[C:7]1[CH:12]=[CH:11][CH:10]=[C:9]([Br:13])[CH:8]=1.[CH3:14][C:15]([C:17]1[CH:22]=[CH:21][C:20]([O:23][CH3:24])=[C:19]([Cl:25])[CH:18]=1)=O>O1CCCC1>[Br:13][C:9]1[CH:8]=[C:7]([C:15]([C:17]2[CH:22]=[CH:21][C:20]([O:23][CH3:24])=[C:19]([Cl:25])[CH:18]=2)=[CH2:14])[CH:12]=[CH:11][CH:10]=1. Procedure details: A solution of n-butyllithium (1.6 M in hexane, 19.5 mL, 31.3 mmol, 1.16 eq.) was added dropwise over 20 min to a solution of 1,3-dibromobenzene (3.59 mL, 29.7 mmol, 1.1 eq) in 30 mL of dry tetrahydrofuran at −78° C. and under an inert atmosphere. The white suspension formed was stirred at −78° C. for 30 min. A solution of 3-chloro-4-methoxyacetophenone (5 g, 27 mmol, 1.0 eq.) in 20 mL of tetrahydrofuran was then added dropwise and the reaction stirred for 1 h. The reaction mixture was examined b... Reactants: BrC1=CC=C(C=C1)C1=CC=C(N=N1)NNC(=O)OCC (ethyl 3-[6-(p-bromophenyl)-3-pyridazinyl]carbazate), [OH-].[NH4+] (ammonium hydroxide), [H][H] (hydrogen). Reagents/catalysts: [Pd] (palladium on carbon). Solvent: C(C)O (ethanol). Yields the product C1(=CC=CC=C1)C1=CC=C(N=N1)NNC(=O)OCC (Ethyl 3-(6-phenyl-3-pyridazinyl)carbazate). As a reaction SMILES: Br[C:2]1[CH:7]=[CH:6][C:5]([C:8]2[N:13]=[N:12][C:11]([NH:14][NH:15][C:16]([O:18][CH2:19][CH3:20])=[O:17])=[CH:10][CH:9]=2)=[CH:4][CH:3]=1.[OH-].[NH4+].[H][H]>[Pd].C(O)C>[C:5]1([C:8]2[N:13]=[N:12][C:11]([NH:14][NH:15][C:16]([O:18][CH2:19][CH3:20])=[O:17])=[CH:10][CH:9]=2)[CH:4]=[CH:3][CH:2]=[CH:7][CH:6]=1 |f:1.2|. Procedure details: A mixture of 15.57 g. of ethyl 3-[6-(p-bromophenyl)-3-pyridazinyl]carbazate, 1.5 g. of 10% palladium on carbon catalyst, 200 ml. of ethanol and 60 ml. of ammonium hydroxide is shaken under 40 lb. of hydrogen pressure for 4 hours with external heating of bottle by means of a heated jacket. The reaction mixture is filtered and the filtrate concentrated to a solid which is washed with water to give 10.1 g. of cream colored crystals. Recrystallization by dissolving in ethanol and diluting with petro...